The task is: describe an organic reaction: reactants, conditions, products, and yield. This data is from the Open Reaction Database (ORD), a public repository of structured organic reaction records. Reactants: CSSC (dimethyl disulfide), N(=O)OC(C)(C)C (tert-butyl nitrite), NC1=C(C(=NN1C)C1=C(C=C(C=C1Cl)C(F)(F)F)Cl)[N+](=O)[O-] (5-amino-3-(2,6-dichloro-4-trifluoromethylphenyl)-1-methyl-4-nitropyrazole). Run in C(Cl)Cl (methylene chloride). Conditions: time 8 hour. Product: ClC1=C(C(=CC(=C1)C(F)(F)F)Cl)C1=NN(C(=C1[N+](=O)[O-])SC)C (3-(2,6-dichloro-4-trifluoromethylphenyl)-1-methyl-5-methylsulfenyl-4-nitropyrazole), liquid. The yield is 60.1%. RXN SMILES: CS[S:3][CH3:4].N(OC(C)(C)C)=O.N[C:13]1[N:17]([CH3:18])[N:16]=[C:15]([C:19]2[C:24]([Cl:25])=[CH:23][C:22]([C:26]([F:29])([F:28])[F:27])=[CH:21][C:20]=2[Cl:30])[C:14]=1[N+:31]([O-:33])=[O:32]>C(Cl)Cl>[Cl:25][C:24]1[CH:23]=[C:22]([C:26]([F:29])([F:28])[F:27])[CH:21]=[C:20]([Cl:30])[C:19]=1[C:15]1[C:14]([N+:31]([O-:33])=[O:32])=[C:13]([S:3][CH3:4])[N:17]([CH3:18])[N:16]=1. Reported procedure: First 1.4 g of dimethyl disulfide and then 0.96 g of tert-butyl nitrite were added at 0° C. to a solution of 1.1 g of 5-amino-3-(2,6-dichloro-4-trifluoromethylphenyl)-1-methyl-4-nitropyrazole (14) in 25 ml of anhydrous methylene chloride, and the mixture was stirred at room temperature overnight. The reaction mixture was concentrated under reduced pressure, the resulting residue was purified by column chromatography on silica gel (eluent: hexane/ethyl acetate=3/1) to afford 0.6 g of the desired ...